From a dataset of the Open Reaction Database (ORD), a public repository of structured organic reaction records. describe an organic reaction: reactants, conditions, products, and yield Reactants: FC=1C(=C(C=CC1)/C=C/C(=O)OC)NC(=O)NC1=C(C=CC(=C1)C(F)(F)F)OC (Methyl (2E)-3-{3-fluoro-2-[({[2-methoxy-5-(trifluoromethyl)phenyl]amino}carbonyl)amino]-phenyl}acrylate), 1,8-diazobicyclo[5.4.0]undec-7-ene. The solvent is CC(=O)C (acetone). Run at temperature 56 celsius, time 4 hour. The product is FC=1C=CC=C2C(N(C(NC12)=O)C1=C(C=CC(=C1)C(F)(F)F)OC)CC(=O)OC (methyl {8-fluoro-3-[2-methoxy-5-(trifluoromethyl)phenyl]-2-oxo-1,2,3,4-tetrahydroquinazolin-4-yl}acetate). Isolated yield 89.0%. As a reaction SMILES: [F:1][C:2]1[C:3]([NH:14][C:15]([NH:17][C:18]2[CH:23]=[C:22]([C:24]([F:27])([F:26])[F:25])[CH:21]=[CH:20][C:19]=2[O:28][CH3:29])=[O:16])=[C:4](/[CH:8]=[CH:9]/[C:10]([O:12][CH3:13])=[O:11])[CH:5]=[CH:6][CH:7]=1>CC(C)=O>[F:1][C:2]1[CH:7]=[CH:6][CH:5]=[C:4]2[C:3]=1[NH:14][C:15](=[O:16])[N:17]([C:18]1[CH:23]=[C:22]([C:24]([F:27])([F:26])[F:25])[CH:21]=[CH:20][C:19]=1[O:28][CH3:29])[CH:8]2[CH2:9][C:10]([O:12][CH3:13])=[O:11]. Reported procedure: Methyl (2E)-3-{3-fluoro-2-[({[2-methoxy-5-(trifluoromethyl)phenyl]amino}carbonyl)amino]-phenyl}acrylate (50 g) is suspended in acetone (1.2 l) and treated with 1,8-diazobicyclo[5.4.0]undec-7-ene (3.7 g). The suspension is warmed to reflux (ca. 56° C.) and stirred for 4 h. The resulting clear solution is filtered warm through kieselguhr (5 g). The kieselguhr is rinsed with warm acetone (100 ml). Subsequently, acetone (550 g) is distilled off. The resulting suspension is cooled to 0° C. in the cou... The reactants are CS(C)=O, CCCc1cc([Sn](C)(C)C)nc(S(C)(=O)=O)n1, N#C[Na]. Yields the product CCCc1cc([Sn](C)(C)C)nc(C#N)n1. RXN SMILES: [CH3:21][S:22]([CH3:23])=[O:24].[CH3:4][S:5](=[O:6])(=[O:7])[c:8]1[n:9][c:10]([Sn:17]([CH3:18])([CH3:19])[CH3:20])[cH:11][c:12]([CH2:14][CH2:15][CH3:16])[n:13]1.[Na:1][C:2]#[N:3]>>[C:2](#[N:3])[c:8]1[n:9][c:10]([Sn:17]([CH3:18])([CH3:19])[CH3:20])[cH:11][c:12]([CH2:14][CH2:15][CH3:16])[n:13]1. Reactants: CCN(CC)CCC1CCCNC1, O=C1Nc2cccnc2N(C(=O)Cl)c2ccccc21. The product is CCN(CC)CCC1CCCN(C(=O)N2c3ccccc3C(=O)Nc3cccnc32)C1, Cl. Reaction SMILES: [CH3:20][CH2:21][N:22]([CH2:23][CH2:24][CH:25]1[CH2:26][NH:27][CH2:28][CH2:29][CH2:30]1)[CH2:31][CH3:32].[Cl:1][C:2](=[O:3])[N:4]1[c:5]2[c:6]([cH:16][cH:17][cH:18][n:19]2)[NH:7][C:8](=[O:15])[c:9]2[c:10]1[cH:11][cH:12][cH:13][cH:14]2>>[C:2](=[O:3])([N:4]1[c:5]2[c:6]([cH:16][cH:17][cH:18][n:19]2)[NH:7][C:8](=[O:15])[c:9]2[c:10]1[cH:11][cH:12][cH:13][cH:14]2)[N:27]1[CH2:26][CH:25]([CH2:24][CH2:23][N:22]([CH2:21][CH3:20])[CH2:31][CH3:32])[CH2:30][CH2:29][CH2:28]1.[ClH:1]. The reactants are Cl.C(C)N=C=NCCCN(C)C (1-Ethyl-3-(3′-dimethylaminopropyl)carbodiimide hydrochloride), C(C)(C)N(CC)C(C)C (diisopropylethylamine), ClC1=C(C=C(C(=O)O)C=C1)OC (4-chloro-3-methoxybenzoic acid), O.ON1N=NC2=C1C=CC=C2 (1-hydroxybenzotriazole hydrate), NCC1CCN(CC1)C(=O)OC(C)(C)C (tert-butyl 4-(aminomethyl)piperidine-1-carboxylate). Run in ClCCl (dichloromethane). Conditions: time 5 minute. Product: ClC1=C(C=C(C(=O)NCC2CCN(CC2)C(=O)OC(C)(C)C)C=C1)OC (tert-butyl 4-{[(4-chloro-3-methoxybenzoyl)amino]methyl}-1-piperidinecarboxylate). Isolated yield 86.7%. RXN SMILES: Cl.C(N=C=NCCCN(C)C)C.C(N(C(C)C)CC)(C)C.[Cl:22][C:23]1[CH:31]=[CH:30][C:26]([C:27]([OH:29])=O)=[CH:25][C:24]=1[O:32][CH3:33].O.ON1C2C=CC=CC=2N=N1.[NH2:45][CH2:46][CH:47]1[CH2:52][CH2:51][N:50]([C:53]([O:55][C:56]([CH3:59])([CH3:58])[CH3:57])=[O:54])[CH2:49][CH2:48]1>ClCCl>[Cl:22][C:23]1[CH:31]=[CH:30][C:26]([C:27]([NH:45][CH2:46][CH:47]2[CH2:52][CH2:51][N:50]([C:53]([O:55][C:56]([CH3:59])([CH3:58])[CH3:57])=[O:54])[CH2:49][CH2:48]2)=[O:29])=[CH:25][C:24]=1[O:32][CH3:33] |f:0.1,4.5|. Procedure: 1-Ethyl-3-(3′-dimethylaminopropyl)carbodiimide hydrochloride (2.26 g) and diisopropylethylamine (2.05 mL) were added to a room temperature solution of 4-chloro-3-methoxybenzoic acid (2.00 g) and 1-hydroxybenzotriazole hydrate (1.81 g) in dichloromethane (53 mL). After the reaction was stirred for five minutes, tert-butyl 4-(aminomethyl)piperidine-1-carboxylate (2.53 g) was added and the mixture was stirred overnight. The reaction was then partitioned between 1 N hydrochloric acid and dichloromet... Reaction SMILES: [CH2:34]1[O:35][CH2:36][CH2:37][CH2:38]1.[CH3:1][S:2]([O:3][CH2:6][CH2:7][CH2:8][O:9][c:10]1[c:11]([C:28]([F:29])([F:30])[F:31])[cH:12][c:13](-[c:16]2[cH:17][c:18]3[c:19]([c:20]([C:22]#[N:23])[n:21]2)[n:24][cH:25][n:26]3[CH3:27])[cH:14][cH:15]1)(=[O:4])=[O:5].[CH3:32][NH2:33].[CH3:39][N:40]1[CH2:41][CH2:42][CH2:43][C:44]1=[O:45].[CH3:46][OH:47]>>[CH2:6]([CH2:7][CH2:8][O:9][c:10]1[c:11]([C:28]([F:29])([F:30])[F:31])[cH:12][c:13](-[c:16]2[cH:17][c:18]3[c:19]([c:20]([C:22]#[N:23])[n:21]2)[n:24][cH:25][n:26]3[CH3:27])[cH:14][cH:15]1)[NH:33][CH3:32]. Starting materials: C1CCOC1, Cn1cnc2c(C#N)nc(-c3ccc(OCCCOS(C)(=O)=O)c(C(F)(F)F)c3)cc21, CN, CN1CCCC1=O, CO. Product: CNCCCOc1ccc(-c2cc3c(ncn3C)c(C#N)n2)cc1C(F)(F)F. Reactants: CC(C)(C)OC(=O)N1CC(OS(C)(=O)=O)C1, O=C([O-])[O-], Ic1cn[nH]c1, [K+], [K+], C1COCCOCCOCCOCCOCCO1, CN(C)C=O, O. The product is CC(C)(C)OC(=O)N1CC(n2cc(I)cn2)C1. Reaction SMILES: [C:1]([CH3:2])([CH3:3])([CH3:4])[O:5][C:6](=[O:7])[N:8]1[CH2:9][CH:10]([O:12][S:13]([CH3:14])(=[O:15])=[O:16])[CH2:11]1.[C:23](=[O:24])([O-:25])[O-:26].[I:17][c:18]1[cH:19][n:20][nH:21][cH:22]1.[K+:27].[K+:28].[O:29]1[CH2:30][CH2:31][O:32][CH2:33][CH2:34][O:35][CH2:36][CH2:37][O:38][CH2:39][CH2:40][O:41][CH2:42][CH2:43][O:44][CH2:45][CH2:46]1.[O:47]=[CH:48][N:49]([CH3:50])[CH3:51].[OH2:52]>>[C:1]([CH3:2])([CH3:3])([CH3:4])[O:5][C:6](=[O:7])[N:8]1[CH2:9][CH:10]([n:20]2[cH:19][c:18]([I:17])[cH:22][n:21]2)[CH2:11]1. Reactants: CCOC(=O)CC(Cc1cc(F)c(F)cc1F)NC(=O)OC(C)(C)C, CO, [Na+], [OH-], O. Yields the product CC(C)(C)OC(=O)NC(CC(=O)O)Cc1cc(F)c(F)cc1F. As a reaction SMILES: [CH2:1]([CH3:2])[O:3][C:4]([CH2:5][CH:6]([CH2:7][c:8]1[c:9]([F:16])[cH:10][c:11]([F:15])[c:12]([F:14])[cH:13]1)[NH:17][C:18](=[O:19])[O:20][C:21]([CH3:22])([CH3:23])[CH3:24])=[O:25].[CH3:28][OH:29].[Na+:27].[OH-:26].[OH2:30]>>[O:3]=[C:4]([CH2:5][CH:6]([CH2:7][c:8]1[c:9]([F:16])[cH:10][c:11]([F:15])[c:12]([F:14])[cH:13]1)[NH:17][C:18](=[O:19])[O:20][C:21]([CH3:22])([CH3:23])[CH3:24])[OH:25]. Starting materials: COC(C1=C(C=CC=C1)NS(=O)(=O)C1=CC=C(C=C1)C)=O (2-(Toluene-4-sulfonylamino)-benzoic acid methyl ester), BrCCCC(=O)OCC (ethyl 4-bromobutyrate), ice water. Run in CC(CC)=O (2-butanone). Yields the product COC(C1=C(C=CC=C1)N(S(=O)(=O)C1=CC=C(C=C1)C)CCCC(=O)OCC)=O (2-[(3-Ethoxycarbonyl-propyl)-(toluene-4-sulfonyl)-amino]-benzoic acid methyl ester). Isolated yield 64.9%. RXN SMILES: [CH3:1][O:2][C:3](=[O:21])[C:4]1[CH:9]=[CH:8][CH:7]=[CH:6][C:5]=1[NH:10][S:11]([C:14]1[CH:19]=[CH:18][C:17]([CH3:20])=[CH:16][CH:15]=1)(=[O:13])=[O:12].Br[CH2:23][CH2:24][CH2:25][C:26]([O:28][CH2:29][CH3:30])=[O:27]>CC(=O)CC>[CH3:1][O:2][C:3](=[O:21])[C:4]1[CH:9]=[CH:8][CH:7]=[CH:6][C:5]=1[N:10]([CH2:23][CH2:24][CH2:25][C:26]([O:28][CH2:29][CH3:30])=[O:27])[S:11]([C:14]1[CH:15]=[CH:16][C:17]([CH3:20])=[CH:18][CH:19]=1)(=[O:13])=[O:12]. Reported procedure: A mixture of 2-(Toluene-4-sulfonylamino)-benzoic acid methyl ester (1000 g, 3.27 mol), ethyl 4-bromobutyrate (639 g, 3.45 mol) in 2-butanone (5.6 L) was heated at reflux for 24 hours. After the reaction was completed, the mixture was poured into ice-water, and the resultant precipitates were collected by filtration. The filtrates were washed with ethyl acetate to give 2-[(3-Ethoxycarbonyl-propyl)-(toluene-4-sulfonyl)-amino]-benzoic acid methyl ester (890 g, 65%).